Dataset: the Open Reaction Database (ORD), a public repository of structured organic reaction records. Task: describe an organic reaction: reactants, conditions, products, and yield Reactants: ice water, C1(=CC=CC=C1)C(N1CCN(CC1)CCCO)C1=CC=CC=C1 (4-(Diphenylmethyl)-1-piperazinepropanol), ClC=1C(=CC=2N(N1)N=CN2)C(C)C (6-chloro-7-isopropyl[1,2,4]triazolo[1,5-b]pyridazine), CC(C)([O-])C.[Na+] (sodium t-butoxide). Run in O1CCCC1 (tetrahydrofuran). Yields the product Cl.Cl.C1(=CC=CC=C1)C(N1CCN(CC1)CCCOC=1C(=CC=2N(N1)N=CN2)C(C)C)C2=CC=CC=C2 (6-[3-[4-(diphenylmethyl)piperazino]propoxy]-7-isopropyl[1,2,4]triazolo[1,5-b]pyridazine dihydrochloride). Isolated yield 142.7%. As a reaction SMILES: [C:1]1([CH:7]([C:18]2[CH:23]=[CH:22][CH:21]=[CH:20][CH:19]=2)[N:8]2[CH2:13][CH2:12][N:11]([CH2:14][CH2:15][CH2:16][OH:17])[CH2:10][CH2:9]2)[CH:6]=[CH:5][CH:4]=[CH:3][CH:2]=1.CC(C)([O-])C.[Na+].[Cl:30][C:31]1[C:32]([CH:40]([CH3:42])[CH3:41])=[CH:33][C:34]2[N:35]([N:37]=[CH:38][N:39]=2)[N:36]=1>O1CCCC1>[ClH:30].[ClH:30].[C:18]1([CH:7]([C:1]2[CH:2]=[CH:3][CH:4]=[CH:5][CH:6]=2)[N:8]2[CH2:9][CH2:10][N:11]([CH2:14][CH2:15][CH2:16][O:17][C:31]3[C:32]([CH:40]([CH3:42])[CH3:41])=[CH:33][C:34]4[N:35]([N:37]=[CH:38][N:39]=4)[N:36]=3)[CH2:12][CH2:13]2)[CH:23]=[CH:22][CH:21]=[CH:20][CH:19]=1 |f:1.2,5.6.7|. Reported procedure: 4-(Diphenylmethyl)-1-piperazinepropanol (466 mg) was dissolved in dried tetrahydrofuran (10 ml), followed by addition of sodium t-butoxide (173 mg). The mixture was refluxed under heating for 30 minutes. After the mixture was cooled, 6-chloro-7-isopropyl[1,2,4]triazolo[1,5-b]pyridazine (295 mg) was added thereto. The resulting mixture was refluxed for 3 hours under heating. After cooling, ice-water was added to the mixture, followed by extraction with ethyl acetate. The extract was washed with a... The product is C1(CCCC1)CC1(CCC2(OCCO2)CC1)N(C)C (8-(Cyclopentylmethyl)-N,N-dimethyl-1,4-dioxaspiro[4.5]decan-8-amine). Run in C1CCOC1 (THF). Reported procedure: A solution of iodomethylcyclopentane (31.5 g, 150 mmol) in abs. ether (150 ml) was added dropwise to a mixture of magnesium (3.64 g, 150 mmol) in abs. ether (30 ml) in such a manner that the ether boiled slightly. Then the reaction solution was boiled under reflux for 30 min. and cooled to RT, and a solution of 8-dimethylamino-1,4-dioxa-spiro[4.5]decane-8-carbonitrile B-1 (10.5 g, 50 mmol) in abs. THF (100 ml) was added dropwise. The reaction solution began to boil and a white solid precipitated... The reactants are ICC1CCCC1 (iodomethylcyclopentane), CCOCC (ether), CCOCC (ether), [Mg] (magnesium), CCOCC (ether), CN(C1(CCC2(OCCO2)CC1)C#N)C (8-dimethylamino-1,4-dioxa-spiro[4.5]decane-8-carbonitrile). Reaction SMILES: I[CH2:2][CH:3]1[CH2:7][CH2:6][CH2:5][CH2:4]1.CCOCC.[Mg].[CH3:14][N:15]([CH3:28])[C:16]1(C#N)[CH2:25][CH2:24][C:19]2([O:23][CH2:22][CH2:21][O:20]2)[CH2:18][CH2:17]1>C1COCC1>[CH:3]1([CH2:2][C:16]2([N:15]([CH3:28])[CH3:14])[CH2:25][CH2:24][C:19]3([O:23][CH2:22][CH2:21][O:20]3)[CH2:18][CH2:17]2)[CH2:7][CH2:6][CH2:5][CH2:4]1. Conditions: time 6 hour. Starting materials: Cc1ccccc1, O=Cc1cccc(OC(F)(F)C(F)F)c1, OC(CNc1cccc(Oc2ccccc2)c1)C(F)(F)F. Product: FC(F)C(F)(F)Oc1cccc(C2OC(C(F)(F)F)CN2c2cccc(Oc3ccccc3)c2)c1. As a reaction SMILES: [CH3:37][c:38]1[cH:39][cH:40][cH:41][cH:42][cH:43]1.[F:1][C:2]([CH:3]([F:4])[F:5])([O:6][c:7]1[cH:8][c:9]([CH:10]=[O:11])[cH:12][cH:13][cH:14]1)[F:15].[O:16]([c:17]1[cH:18][cH:19][cH:20][cH:21][cH:22]1)[c:23]1[cH:24][c:25]([NH:29][CH2:30][CH:31]([C:32]([F:33])([F:34])[F:35])[OH:36])[cH:26][cH:27][cH:28]1>>[F:1][C:2]([CH:3]([F:4])[F:5])([O:6][c:7]1[cH:8][c:9]([CH:10]2[O:11][CH:31]([C:32]([F:33])([F:34])[F:35])[CH2:30][N:29]2[c:25]2[cH:24][c:23]([O:16][c:17]3[cH:18][cH:19][cH:20][cH:21][cH:22]3)[cH:28][cH:27][cH:26]2)[cH:12][cH:13][cH:14]1)[F:15]. Starting materials: O=C1SCC(N1[C@@H]1CN(CC[C@H]1O)C(=O)OC(C)(C)C)=O (1,1-dimethylethyl trans-3-(2,4-dioxo-1,3-thiazolidin-3-yl)-4-hydroxypiperidine-1-carboxylate), ClC1=CC(=C(CN2N=CC3=CC(=CC=C23)C=O)C=C1)C(F)(F)F ([4-chloro-2-(trifluoromethyl)benzyl]-1H-indazol-5-carbaldehyde). Yields the product C(C)(C)(C)OC(=O)N1CC(C(CC1)O)N1C(S\C(\C1=O)=C/C=1C=C2C=NN(C2=CC1)CC1=C(C=C(C=C1)Cl)C(F)(F)F)=O ((5Z)-3-{5-[1-(4-chloro-2-trifluoromethylbenzyl)-1H-indazol-5-ylmethylene]-2,4-dioxothiazolidin-3-yl}-4-hydroxypiperidine-1-carboxylic acid tert-butyl ester). Reaction SMILES: [O:1]=[C:2]1[N:6]([C@H:7]2[C@H:12]([OH:13])[CH2:11][CH2:10][N:9]([C:14]([O:16][C:17]([CH3:20])([CH3:19])[CH3:18])=[O:15])[CH2:8]2)[C:5](=[O:21])[CH2:4][S:3]1.[Cl:22][C:23]1[CH:40]=[CH:39][C:26]([CH2:27][N:28]2[C:36]3[C:31](=[CH:32][C:33]([CH:37]=O)=[CH:34][CH:35]=3)[CH:30]=[N:29]2)=[C:25]([C:41]([F:44])([F:43])[F:42])[CH:24]=1>>[C:17]([O:16][C:14]([N:9]1[CH2:10][CH2:11][CH:12]([OH:13])[CH:7]([N:6]2[C:5](=[O:21])/[C:4](=[CH:37]/[C:33]3[CH:32]=[C:31]4[C:36](=[CH:35][CH:34]=3)[N:28]([CH2:27][C:26]3[CH:39]=[CH:40][C:23]([Cl:22])=[CH:24][C:25]=3[C:41]([F:44])([F:42])[F:43])[N:29]=[CH:30]4)/[S:3][C:2]2=[O:1])[CH2:8]1)=[O:15])([CH3:18])([CH3:20])[CH3:19]. Reported procedure: (5Z)-3-{5-[1-(4-chloro-2-trifluoromethylbenzyl)-1H-indazol-5-ylmethylene]-2,4-dioxothiazolidin-3-yl}-4-hydroxypiperidine-1-carboxylic acid tert-butyl ester was prepared from 1,1-dimethylethyl trans-3-(2,4-dioxo-1,3-thiazolidin-3-yl)-4-hydroxypiperidine-1-carboxylate (from Example 270) and [4-chloro-2-(trifluoromethyl)benzyl]-1H-indazol-5-carbaldehyde (from Example 1) following General Procedure F1. Starting materials: BrC=1C=C(C=2N(C1)C(=C(N2)C)C(=O)OCC)OCC2=C(C=CC=C2F)F (Ethyl 6-bromo-8-[(2,6-difluorobenzyl)oxy]-2-methylimidazo[1,2-a]pyridine-3-carboxylate), C1(CC1)B(O)O (cyclopropaneboronic acid), P(=O)([O-])([O-])[O-].[K+].[K+].[K+] (potassium phosphate), C1(CCCCC1)P(C1CCCCC1)C1CCCCC1 (tricyclohexylphosphine). The reagents and catalysts are C(C)(=O)[O-].[Pd+2].C(C)(=O)[O-] (palladium(II) acetate). Solvent: C1(=CC=CC=C1)C.O (toluene water). Run at temperature 80 celsius, time 16 hour. The product is C1(CC1)C=1C=C(C=2N(C1)C(=C(N2)C)C(=O)OCC)OCC2=C(C=CC=C2F)F (Ethyl 6-cyclopropyl-8-[(2,6-difluorobenzyl)oxy]-2-methylimidazo[1,2-a]pyridine-3-carboxylate). RXN SMILES: Br[C:2]1[CH:3]=[C:4]([O:17][CH2:18][C:19]2[C:24]([F:25])=[CH:23][CH:22]=[CH:21][C:20]=2[F:26])[C:5]2[N:6]([C:8]([C:12]([O:14][CH2:15][CH3:16])=[O:13])=[C:9]([CH3:11])[N:10]=2)[CH:7]=1.[CH:27]1(B(O)O)[CH2:29][CH2:28]1.P([O-])([O-])([O-])=O.[K+].[K+].[K+].C1(P(C2CCCCC2)C2CCCCC2)CCCCC1>C1(C)C=CC=CC=1.O.C([O-])(=O)C.[Pd+2].C([O-])(=O)C>[CH:27]1([C:2]2[CH:3]=[C:4]([O:17][CH2:18][C:19]3[C:24]([F:25])=[CH:23][CH:22]=[CH:21][C:20]=3[F:26])[C:5]3[N:6]([C:8]([C:12]([O:14][CH2:15][CH3:16])=[O:13])=[C:9]([CH3:11])[N:10]=3)[CH:7]=2)[CH2:29][CH2:28]1 |f:2.3.4.5,7.8,9.10.11|. Reported procedure: 500 mg of ethyl 6-bromo-8-[(2,6-difluorobenzyl)oxy]-2-methylimidazo[1,2-a]pyridine-3-carboxylate (Example 21A; 1.18 mmol; 1 equivalent), 131 mg of cyclopropaneboronic acid (1.53 mmol, 1.3 equivalents), 873 mg of potassium phosphate (4.12 mmol, 3.5 equivalents), 33 mg of tricyclohexylphosphine (0.12 mmol, 0.1 equivalents) and 13 mg of palladium(II) acetate (0.059 mmol, 5 mol %) were initially charged in 10.5 ml of toluene/water 20:1 and stirred at 80° C. for 16 h. Reactants: Cl.BrC=1C=C2C(=NC=NC2=CC1)NC1=CC(=C(C=C1)F)Cl (6-bromo-4-(3-chloro-4-fluoroanilino)quinazoline hydrochloride salt), S1C=C(C=C1)B(OC(C)C)OC(C)C (di-isopropyl 3-thienylboronate). Product: ClC=1C=C(NC2=NC=NC3=CC=C(C=C23)C2=CSC=C2)C=CC1F (4-(3-chloro-4-fluoroanilino)-6-(3-thienyl)quinazoline). The yield is 51.0%. Reaction SMILES: Cl.Br[C:3]1[CH:4]=[C:5]2[C:10](=[CH:11][CH:12]=1)[N:9]=[CH:8][N:7]=[C:6]2[NH:13][C:14]1[CH:19]=[CH:18][C:17]([F:20])=[C:16]([Cl:21])[CH:15]=1.[S:22]1[CH:26]=[CH:25][C:24](B(OC(C)C)OC(C)C)=[CH:23]1>>[Cl:21][C:16]1[CH:15]=[C:14]([CH:19]=[CH:18][C:17]=1[F:20])[NH:13][C:6]1[C:5]2[C:10](=[CH:11][CH:12]=[C:3]([C:24]3[CH:25]=[CH:26][S:22][CH:23]=3)[CH:4]=2)[N:9]=[CH:8][N:7]=1 |f:0.1|. Reported procedure: Using an analogous procedure to that described in Example 5 except that the reaction mixture was heated to reflux for 2 hours, 6-bromo-4-(3-chloro-4-fluoroanilino)quinazoline hydrochloride salt was reacted with di-isopropyl 3-thienylboronate to give 4-(3-chloro-4-fluoroanilino)-6-(3-thienyl)quinazoline in 51% yield, m.p. 195°-197° C.;